This data is from the Open Reaction Database (ORD), a public repository of structured organic reaction records. The task is: describe an organic reaction: reactants, conditions, products, and yield Starting materials: ClC1=C(C#N)C(=CN=C1)C1=CC(=CC=C1)OC (3-chloro-5-(3-methoxyphenyl)isonicotinonitrile), ClC1=CC(=CC=C1)C(=O)OO (3-chloroperbenzoic acid). The solvent is ClCCl (dichloromethane), ClCCl (dichloromethane). The product is ClC=1C=[N+](C=C(C1C#N)C1=CC(=CC=C1)OC)[O-] (3-chloro-4-cyano-5-(3-methoxyphenyl)pyridine 1-oxide). Isolated yield 93.9%. Reaction SMILES: [Cl:1][C:2]1[CH:9]=[N:8][CH:7]=[C:6]([C:10]2[CH:15]=[CH:14][CH:13]=[C:12]([O:16][CH3:17])[CH:11]=2)[C:3]=1[C:4]#[N:5].ClC1C=CC=C(C(OO)=[O:26])C=1>ClCCl>[Cl:1][C:2]1[CH:9]=[N+:8]([O-:26])[CH:7]=[C:6]([C:10]2[CH:15]=[CH:14][CH:13]=[C:12]([O:16][CH3:17])[CH:11]=2)[C:3]=1[C:4]#[N:5]. Procedure: A solution of 3-chloro-5-(3-methoxyphenyl)isonicotinonitrile (1.60 g, 6.54 mmol) and 77% 3-chloroperbenzoic acid (5.86 g, 26.2 mmol) in dichloromethane (60 mL) was stirred at room temperature for 16 h. The mixture was diluted with dichloromethane (100 mL), washed with 1 M sodium sulfite (25 mL), 1 N NaOH (2×25 mL), brined (25 mL), dried (MgSO4) and concentrated to give crude 3-chloro-4-cyano-5-(3-methoxyphenyl)pyridine 1-oxide as white solid (1.60 g). The crude material was used in the next step... Starting materials: C[Mg]Br (methylmagnesium bromide), C(C(C)C)C=1C=C(C=O)C=CC1 (3-isobutylbenzaldehyde). Run in CCOCC (ether), O1CCCC1 (tetrahydrofuran). Conditions: temperature 0 celsius, time 30 minute. Yields the product C(C(C)C)C=1C=C(C=CC1)C(C)O (1-(3-isobutylphenyl)ethanol). RXN SMILES: [CH3:1][Mg]Br.[CH2:4]([C:8]1[CH:9]=[C:10]([CH:13]=[CH:14][CH:15]=1)[CH:11]=[O:12])[CH:5]([CH3:7])[CH3:6]>CCOCC.O1CCCC1>[CH2:4]([C:8]1[CH:9]=[C:10]([CH:11]([OH:12])[CH3:1])[CH:13]=[CH:14][CH:15]=1)[CH:5]([CH3:7])[CH3:6]. Procedure: A solution of methylmagnesium bromide in ether (4 ml) was added to a solution of 3-isobutylbenzaldehyde (1.0 g) in tetrahydrofuran (10 ml) at 0° C. After stirred at 0° C. for 30 minutes, the mixture was partitioned between ether and 1N hydrochloric acid. The organic layer was separated, washed with water and brine, and dried over magnesium sulfate. After evaporation of the solvent, the residue was chromatographed on silica gel (30 g) eluting with a mixture of ethyl acetate and hexane (1:10) to g...